From a dataset of the Open Reaction Database (ORD), a public repository of structured organic reaction records. describe an organic reaction: reactants, conditions, products, and yield Starting materials: CO, CC(C)OC(=O)c1ccccc1-c1ccc(C(F)(F)F)cn1, [Li+], C1CCOC1, [OH-], O, O. Yields the product O=C(O)c1ccccc1-c1ccc(C(F)(F)F)cn1. Reaction SMILES: [CH3:27][OH:28].[CH:1]([CH3:2])([CH3:3])[O:4][C:5]([c:6]1[c:7](-[c:12]2[n:13][cH:14][c:15]([C:18]([F:19])([F:20])[F:21])[cH:16][cH:17]2)[cH:8][cH:9][cH:10][cH:11]1)=[O:22].[Li+:25].[O:29]1[CH2:30][CH2:31][CH2:32][CH2:33]1.[OH-:24].[OH2:23].[OH2:26]>>[O:4]=[C:5]([c:6]1[c:7](-[c:12]2[n:13][cH:14][c:15]([C:18]([F:19])([F:20])[F:21])[cH:16][cH:17]2)[cH:8][cH:9][cH:10][cH:11]1)[OH:22]. Starting materials: CS(=O)(=O)N1C[C@H](CCC1)NC1=NC(=NC=C1C=1N=C2C(=NC1)N(C=C2)COCC[Si](C)(C)C)S(=O)(=O)C (((S)-1-methanesulfonyl-piperidin-3-yl)-{2-methanesulfonyl-5-[5-(2-trimethylsilanyl-ethoxymethyl)-5H-pyrrolo[2,3-b]pyrazin-2-yl]-pyrimidin-4-yl}-amine), O1CCOCC1 (dioxane), 1,1-ethyl-piperazine, CS(=O)(=O)C (methylsulfone). The product is C(C)N1CCN(CC1)C1=NC=C(C(=N1)N[C@@H]1CN(CCC1)S(=O)(=O)C)C=1N=C2C(=NC1)NC=C2 ([2-(4-ethyl-piperazin-1-yl)-5-(5H-pyrrolo[2,3-b]pyrazin-2-yl)-pyrimidin-4-yl]-((S)-1-methanesulfonyl-piperidin-3-yl)-amine). RXN SMILES: [CH3:1][S:2]([N:5]1[CH2:10][CH2:9][CH2:8][C@H:7]([NH:11][C:12]2[C:17]([C:18]3[N:19]=[C:20]4[CH:26]=[CH:25][N:24](COCC[Si](C)(C)C)[C:21]4=[N:22][CH:23]=3)=[CH:16][N:15]=[C:14](S(C)(=O)=O)[N:13]=2)[CH2:6]1)(=[O:4])=[O:3].CS(C)(=O)=O.O1[CH2:49][CH2:48]OCC1>>[CH2:10]([N:5]1[CH2:49][CH2:48][N:11]([C:14]2[N:13]=[C:12]([NH:11][C@H:7]3[CH2:8][CH2:9][CH2:10][N:5]([S:2]([CH3:1])(=[O:3])=[O:4])[CH2:6]3)[C:17]([C:18]3[N:19]=[C:20]4[CH:26]=[CH:25][NH:24][C:21]4=[N:22][CH:23]=3)=[CH:16][N:15]=2)[CH2:7][CH2:6]1)[CH3:9]. Procedure: In a dioxane solution of ((S)-1-methanesulfonyl-piperidin-3-yl)-{2-methanesulfonyl-5-[5-(2-trimethylsilanyl-ethoxymethyl)-5H-pyrrolo[2,3-b]pyrazin-2-yl]-pyrimidin-4-yl}-amine derived from Example 84, step 1,1-ethyl-piperazine was used to displace the methylsulfone similar to examples above and the de-protection step was similar to step 5, Example 76, to give [2-(4-ethyl-piperazin-1-yl)-5-(5H-pyrrolo[2,3-b]pyrazin-2-yl)-pyrimidin-4-yl]-((S)-1-methanesulfonyl-piperidin-3-yl)-amine. MS (ES+): 486. Starting materials: N1N=CC2=CC(=CC=C12)NC12CNC(CC1)CC2 (N-(1H-indazol-5-yl)-2-azabicyclo[2.2.2]octan-4-amine), CC1=CC=C(C=O)C=C1 (4-methylbenzaldehyde). Yields the product N1N=CC2=CC(=CC=C12)NC12CN(C(CC1)CC2)CC2=CC=C(C=C2)C (N-(1H-indazol-5-yl)-2-(4-methylbenzyl)-2-azabicyclo[2.2.2]octan-4-amine). As a reaction SMILES: [NH:1]1[C:9]2[C:4](=[CH:5][C:6]([NH:10][C:11]34[CH2:18][CH2:17][CH:14]([CH2:15][CH2:16]3)[NH:13][CH2:12]4)=[CH:7][CH:8]=2)[CH:3]=[N:2]1.[CH3:19][C:20]1[CH:27]=[CH:26][C:23]([CH:24]=O)=[CH:22][CH:21]=1>>[NH:1]1[C:9]2[C:4](=[CH:5][C:6]([NH:10][C:11]34[CH2:16][CH2:15][CH:14]([CH2:17][CH2:18]3)[N:13]([CH2:19][C:20]3[CH:27]=[CH:26][C:23]([CH3:24])=[CH:22][CH:21]=3)[CH2:12]4)=[CH:7][CH:8]=2)[CH:3]=[N:2]1. Reported procedure: Reaction of Intermediate 26 with 4-methylbenzaldehyde affords the title compound. Reactants: CCOC(=O)CCN1CCc2ccc(S(=O)(=O)Nc3cccc(Cl)c3)cc2C1, CCO, [Na+], [OH-]. The product is O=C(O)CCN1CCc2ccc(S(=O)(=O)Nc3cccc(Cl)c3)cc2C1. Reaction SMILES: [CH2:1]([CH3:2])[O:3][C:4]([CH2:5][CH2:6][N:7]1[CH2:8][c:9]2[cH:10][c:11]([S:17]([NH:18][c:19]3[cH:20][c:21]([Cl:25])[cH:22][cH:23][cH:24]3)(=[O:26])=[O:27])[cH:12][cH:13][c:14]2[CH2:15][CH2:16]1)=[O:28].[CH3:31][CH2:32][OH:33].[Na+:30].[OH-:29]>>[O:3]=[C:4]([CH2:5][CH2:6][N:7]1[CH2:8][c:9]2[cH:10][c:11]([S:17]([NH:18][c:19]3[cH:20][c:21]([Cl:25])[cH:22][cH:23][cH:24]3)(=[O:26])=[O:27])[cH:12][cH:13][c:14]2[CH2:15][CH2:16]1)[OH:28].